Dataset: the Open Reaction Database (ORD), a public repository of structured organic reaction records. Task: describe an organic reaction: reactants, conditions, products, and yield Reported procedure: 4-Isopropylaniline (5.5 ml, 40.2 mmol) was added to a vigorously stirred mixture of 4-(trifluoromethyl)benzaldehyde (5.5 ml, 40.2 mmol) in H2O (60 ml) at room temperature. After 2 hours, DCM (100 ml) was added and the mixture was stirred for 20 minutes. The phases were separated and the organic phase was dried (Na2SO4), filtered and evaporated to give the imine (11.6 g, 99%) as a beige solid. 1H NMR (360 MHz, CDCl3) δ: 1.28 (6H, d, J 6.9), 2.95 (1H, septet, J 6.9), 7.18-7.21 (2H, m), 7.25-7.29 (... Starting materials: C(C)(C)C1=CC=C(N)C=C1 (4-Isopropylaniline), FC(C1=CC=C(C=O)C=C1)(F)F (4-(trifluoromethyl)benzaldehyde), C(Cl)Cl (DCM). Run in O (H2O). The product is C(C)(C)C1=CC=C(C=C1)/N=C/C1=CC=C(C=C1)C(F)(F)F ((4-Isopropylphenyl){(1E)-[4-(trifluoromethyl)phenyl]methylene}amine). The yield is 99.1%. Reaction SMILES: [CH:1]([C:4]1[CH:10]=[CH:9][C:7]([NH2:8])=[CH:6][CH:5]=1)([CH3:3])[CH3:2].[F:11][C:12]([F:22])([F:21])[C:13]1[CH:20]=[CH:19][C:16]([CH:17]=O)=[CH:15][CH:14]=1.C(Cl)Cl>O>[CH:1]([C:4]1[CH:10]=[CH:9][C:7](/[N:8]=[CH:17]/[C:16]2[CH:15]=[CH:14][C:13]([C:12]([F:11])([F:21])[F:22])=[CH:20][CH:19]=2)=[CH:6][CH:5]=1)([CH3:3])[CH3:2]. Reaction conditions: time 2 hour.